Dataset: the Open Reaction Database (ORD), a public repository of structured organic reaction records. Task: describe an organic reaction: reactants, conditions, products, and yield Reaction SMILES: [CH3:1][S:2][c:3]1[cH:4][c:5]([CH2:9][OH:10])[cH:6][cH:7][cH:8]1.[S:11]([Cl:12])([Cl:13])=[O:14].[cH:15]1[cH:16][cH:17][cH:18][cH:19][cH:20]1>>[CH3:1][S:2][c:3]1[cH:4][c:5]([CH2:9][Cl:13])[cH:6][cH:7][cH:8]1. Yields the product CSc1cccc(CCl)c1. Reactants: CSc1cccc(CO)c1, O=S(Cl)Cl, c1ccccc1.